From a dataset of the Open Reaction Database (ORD), a public repository of structured organic reaction records. describe an organic reaction: reactants, conditions, products, and yield The reactants are O=C(Br)CBr, O=C([O-])O, ClCCl, Cc1onc(C(=O)c2ccccc2Cl)c1N, [Na+], [Na+], [Na+], O=C([O-])[O-], O. The product is Cc1onc(C(=O)c2ccccc2Cl)c1NC(=O)CBr. RXN SMILES: [Br:1][CH2:2][C:3](=[O:4])[Br:5].[C:28](=[O:29])([OH:30])[O-:31].[Cl:33][CH2:34][Cl:35].[NH2:6][c:7]1[c:8]([C:13](=[O:14])[c:15]2[c:16]([Cl:21])[cH:17][cH:18][cH:19][cH:20]2)[n:9][o:10][c:11]1[CH3:12].[Na+:22].[Na+:23].[Na+:32].[O-:24][C:25](=[O:26])[O-:27].[OH2:36]>>[Br:1][CH2:2][C:3](=[O:4])[NH:6][c:7]1[c:8]([C:13](=[O:14])[c:15]2[c:16]([Cl:21])[cH:17][cH:18][cH:19][cH:20]2)[n:9][o:10][c:11]1[CH3:12].